This data is from the Open Reaction Database (ORD), a public repository of structured organic reaction records. The task is: describe an organic reaction: reactants, conditions, products, and yield Reactants: C(C)(C)(C)OC(=O)N1CCC(CC1)C(=O)O (piperidine-1,4-dicarboxylic acid mono-tert-butyl ester), CN1CCOCC1 (NMM), Cl.NCC(=O)C1=CC(=C(C=C1)F)C(F)(F)F (2-amino-1-(4-fluoro-3-(trifluoromethyl)-phenyl)-ethanone hydrochloride), ClC(=O)OCC(C)C (isobutyl chloroformate). Run in C1CCOC1 (THF), C1CCOC1 (THF). Conditions: temperature -10 celsius, time 30 minute. Product: C(C)(C)(C)OC(=O)N1CCC(CC1)C(NCC(=O)C1=CC(=C(C=C1)F)C(F)(F)F)=O (4-(2-(4-Fluoro-3-(trifluoromethyl)phenyl)-2-oxoethylcarbamoyl)piperidine-1-carboxylic acid tert-butyl ester). The yield is 70.8%. As a reaction SMILES: [C:1]([O:5][C:6]([N:8]1[CH2:13][CH2:12][CH:11]([C:14]([OH:16])=O)[CH2:10][CH2:9]1)=[O:7])([CH3:4])([CH3:3])[CH3:2].CN1CCOCC1.ClC(OCC(C)C)=O.Cl.[NH2:33][CH2:34][C:35]([C:37]1[CH:42]=[CH:41][C:40]([F:43])=[C:39]([C:44]([F:47])([F:46])[F:45])[CH:38]=1)=[O:36]>C1COCC1>[C:1]([O:5][C:6]([N:8]1[CH2:9][CH2:10][CH:11]([C:14](=[O:16])[NH:33][CH2:34][C:35]([C:37]2[CH:42]=[CH:41][C:40]([F:43])=[C:39]([C:44]([F:47])([F:45])[F:46])[CH:38]=2)=[O:36])[CH2:12][CH2:13]1)=[O:7])([CH3:2])([CH3:3])[CH3:4] |f:3.4|. Procedure details: To a solution of piperidine-1,4-dicarboxylic acid mono-tert-butyl ester (1.20 equiv; 252.61 mmol; 57.92 g) in THF (400 mL), add NMM (3 equiv; 631.52 mmol; 69.66 mL). Cool to −10° C. with a dry ice-acetone bath. Add isobutyl chloroformate (1.1 equiv; 231.56 mmol; 30.26 mL) dropwise maintaining the temperature below −5° C. After 30 min at from −5 to 10° C., add 2-amino-1-(4-fluoro-3-(trifluoromethyl)-phenyl)-ethanone hydrochloride (54.23 g; 1.00 equiv; 210.51 mmol) suspended in THF (300 mL) and st... The reactants are CCOCC, CCN(C(C)C)C(C)C, FC(F)(F)c1nnc2ccc(Cl)nn12, CN(C)C=O, Oc1ccc(N2CCNCC2)cc1. Yields the product Oc1ccc(N2CCN(c3ccc4nnc(C(F)(F)F)n4n3)CC2)cc1. RXN SMILES: [CH3:37][CH2:38][O:39][CH2:40][CH3:41].[CH:1]([N:2]([CH2:3][CH3:4])[CH:5]([CH3:6])[CH3:7])([CH3:8])[CH3:9].[Cl:10][c:11]1[cH:12][cH:13][c:14]2[n:15]([n:16]1)[c:17]([C:20]([F:21])([F:22])[F:23])[n:18][n:19]2.[O:42]=[CH:43][N:44]([CH3:45])[CH3:46].[OH:24][c:25]1[cH:26][cH:27][c:28]([N:31]2[CH2:32][CH2:33][NH:34][CH2:35][CH2:36]2)[cH:29][cH:30]1>>[c:11]1([N:34]2[CH2:33][CH2:32][N:31]([c:28]3[cH:27][cH:26][c:25]([OH:24])[cH:30][cH:29]3)[CH2:36][CH2:35]2)[cH:12][cH:13][c:14]2[n:15]([n:16]1)[c:17]([C:20]([F:21])([F:22])[F:23])[n:18][n:19]2. Reactants: CCO, Nc1ccc2c(Sc3ccccc3[N+](=O)[O-])cn(Cc3cc(F)cc(F)c3)c2c1, CI, [Na+], [Na+], O=C([O-])[O-], C1CCOC1. Product: CNc1ccc2c(Sc3ccccc3[N+](=O)[O-])cn(Cc3cc(F)cc(F)c3)c2c1. Reaction SMILES: [CH3:38][CH2:39][OH:40].[F:3][c:4]1[cH:5][c:6]([CH2:7][n:8]2[cH:9][c:10]([S:18][c:19]3[c:20]([N+:25](=[O:26])[O-:27])[cH:21][cH:22][cH:23][cH:24]3)[c:11]3[cH:12][cH:13][c:14]([NH2:17])[cH:15][c:16]23)[cH:28][c:29]([F:31])[cH:30]1.[I:1][CH3:2].[Na+:32].[Na+:33].[O-:34][C:35](=[O:36])[O-:37].[O:41]1[CH2:42][CH2:43][CH2:44][CH2:45]1>>[F:3][c:4]1[cH:5][c:6]([CH2:7][n:8]2[cH:9][c:10]([S:18][c:19]3[c:20]([N+:25](=[O:26])[O-:27])[cH:21][cH:22][cH:23][cH:24]3)[c:11]3[cH:12][cH:13][c:14]([NH:17][CH3:35])[cH:15][c:16]23)[cH:28][c:29]([F:31])[cH:30]1. Starting materials: C1CCN(C2CCNCC2)C1, O=C(O)c1cccc(-c2nc(N3CCOCC3)nc3c2CCN3c2cccnc2)c1. The product is O=C(c1cccc(-c2nc(N3CCOCC3)nc3c2CCN3c2cccnc2)c1)N1CCC(N2CCCC2)CC1. As a reaction SMILES: [N:31]1([CH:36]2[CH2:37][CH2:38][NH:39][CH2:40][CH2:41]2)[CH2:32][CH2:33][CH2:34][CH2:35]1.[O:1]1[CH2:2][CH2:3][N:4]([c:7]2[n:8][c:9](-[c:22]3[cH:23][c:24]([C:25](=[O:26])[OH:27])[cH:28][cH:29][cH:30]3)[c:10]3[c:11]([n:12]2)[N:13]([c:16]2[cH:17][n:18][cH:19][cH:20][cH:21]2)[CH2:14][CH2:15]3)[CH2:5][CH2:6]1>>[O:1]1[CH2:2][CH2:3][N:4]([c:7]2[n:8][c:9](-[c:22]3[cH:23][c:24]([C:25](=[O:27])[N:39]4[CH2:38][CH2:37][CH:36]([N:31]5[CH2:32][CH2:33][CH2:34][CH2:35]5)[CH2:41][CH2:40]4)[cH:28][cH:29][cH:30]3)[c:10]3[c:11]([n:12]2)[N:13]([c:16]2[cH:17][n:18][cH:19][cH:20][cH:21]2)[CH2:14][CH2:15]3)[CH2:5][CH2:6]1. The reactants are CCOC(=O)C1=Cc2c(Br)ccc(OC)c2OC1C(F)(F)F, O=C([O-])[O-], CB1OB(C)OB(C)O1, CCOC(C)=O, [Cs+], [Cs+], C1COCCO1, O. Yields the product CCOC(=O)C1=Cc2c(C)ccc(OC)c2OC1C(F)(F)F. As a reaction SMILES: [Br:1][c:2]1[c:3]2[c:8]([c:9]([O:12][CH3:13])[cH:10][cH:11]1)[O:7][CH:6]([C:14]([F:15])([F:16])[F:17])[C:5]([C:18](=[O:19])[O:20][CH2:21][CH3:22])=[CH:4]2.[C:32](=[O:33])([O-:34])[O-:35].[CH3:23][B:24]1[O:25][B:26]([CH3:27])[O:28][B:29]([CH3:30])[O:31]1.[CH3:45][CH2:46][O:47][C:48]([CH3:49])=[O:50].[Cs+:36].[Cs+:37].[O:39]1[CH2:40][CH2:41][O:42][CH2:43][CH2:44]1.[OH2:38]>>[c:2]1([CH3:23])[c:3]2[c:8]([c:9]([O:12][CH3:13])[cH:10][cH:11]1)[O:7][CH:6]([C:14]([F:15])([F:16])[F:17])[C:5]([C:18](=[O:19])[O:20][CH2:21][CH3:22])=[CH:4]2. The reactants are CC1=C(N=C(O1)C1=CC=CC=C1)COC1=CC=C(CN2C=C(C(=C2)C2=NC=CC=C2)CO)C=C1 ([1-[4-(5-methyl-2-phenyl-4-oxazolylmethoxy)benzyl]-4-(2-pyridyl)-3-pyrrolyl]methanol). The reagents and catalysts are [O-2].[O-2].[Mn+4] (manganese dioxide). Run in O1CCCC1 (tetrahydrofuran). Run at time 8 hour. Yields the product CC1=C(N=C(O1)C1=CC=CC=C1)COC1=CC=C(CN2C=C(C(=C2)C2=NC=CC=C2)C=O)C=C1 (1-[4-(5-methyl-2-phenyl-4-oxazolylmethoxy)benzyl]-4-(2-pyridyl)pyrrole-3-carbaldehyde). Yield: 85.5%. Reaction SMILES: [CH3:1][C:2]1[O:6][C:5]([C:7]2[CH:12]=[CH:11][CH:10]=[CH:9][CH:8]=2)=[N:4][C:3]=1[CH2:13][O:14][C:15]1[CH:34]=[CH:33][C:18]([CH2:19][N:20]2[CH:24]=[C:23]([C:25]3[CH:30]=[CH:29][CH:28]=[CH:27][N:26]=3)[C:22]([CH2:31][OH:32])=[CH:21]2)=[CH:17][CH:16]=1>[O-2].[O-2].[Mn+4].O1CCCC1>[CH3:1][C:2]1[O:6][C:5]([C:7]2[CH:8]=[CH:9][CH:10]=[CH:11][CH:12]=2)=[N:4][C:3]=1[CH2:13][O:14][C:15]1[CH:16]=[CH:17][C:18]([CH2:19][N:20]2[CH:24]=[C:23]([C:25]3[CH:30]=[CH:29][CH:28]=[CH:27][N:26]=3)[C:22]([CH:31]=[O:32])=[CH:21]2)=[CH:33][CH:34]=1 |f:1.2.3|. Reported procedure: A mixture of [1-[4-(5-methyl-2-phenyl-4-oxazolylmethoxy)benzyl]-4-(2-pyridyl)-3-pyrrolyl]methanol (2.01 g), activated manganese dioxide (5.09 g), and tetrahydrofuran (50 ml) was stirred at room temperature overnight. After the manganese dioxide was removed by filtration, the filtrate was concentrated. The residue was subjected to silica gel column chromatography, and 1-[4-(5-methyl-2-phenyl-4-oxazolylmethoxy)benzyl]-4-(2-pyridyl)pyrrole-3-carbaldehyde (1.71 g, yield: 85%) was obtained as an oily... The reactants are CS(C)=O, O=[N+]([O-])c1ccccc1F, [Li+], N#Cc1c(N)sc2ccccc12, [OH-]. Product: N#Cc1c(Nc2ccccc2[N+](=O)[O-])sc2ccccc12. Reaction SMILES: [CH3:25][S:26]([CH3:27])=[O:28].[F:13][c:14]1[c:15]([N+:20](=[O:21])[O-:22])[cH:16][cH:17][cH:18][cH:19]1.[Li+:23].[NH2:1][c:2]1[c:3]([C:11]#[N:12])[c:4]2[c:5]([s:6]1)[cH:7][cH:8][cH:9][cH:10]2.[OH-:24]>>[NH:1]([c:2]1[c:3]([C:11]#[N:12])[c:4]2[c:5]([s:6]1)[cH:7][cH:8][cH:9][cH:10]2)[c:14]1[c:15]([N+:20](=[O:21])[O-:22])[cH:16][cH:17][cH:18][cH:19]1. Starting materials: [Al+3], C1CCOC1, CON(C)C(=O)c1[nH]c2ccccc2c1Nc1ccncc1, [Cl-], ClCCl, [H-], [H-], [H-], [H-], [Li+], [NH4+]. Product: O=Cc1[nH]c2ccccc2c1Nc1ccncc1. Reaction SMILES: [Al+3:24].[CH2:34]1[O:35][CH2:36][CH2:37][CH2:38]1.[CH3:1][O:2][N:3]([C:4](=[O:5])[c:6]1[nH:7][c:8]2[cH:9][cH:10][cH:11][cH:12][c:13]2[c:14]1[NH:15][c:16]1[cH:17][cH:18][n:19][cH:20][cH:21]1)[CH3:22].[Cl-:29].[Cl:31][CH2:32][Cl:33].[H-:23].[H-:26].[H-:27].[H-:28].[Li+:25].[NH4+:30]>>[CH:4](=[O:5])[c:6]1[nH:7][c:8]2[cH:9][cH:10][cH:11][cH:12][c:13]2[c:14]1[NH:15][c:16]1[cH:17][cH:18][n:19][cH:20][cH:21]1. Reactants: CCOCC (Ether), C(C)OC(C(C(CC)=O)CC(C1=NC=CC=C1)=O)=O (3-Oxo-2-(2-oxo-2-pyridin-2-yl-ethyl)-pentanoic acid ethyl ester), [OH-].[Na+] (sodium hydroxide). Solvent: C(C)O (ethanol), C(C)O (ethanol). Run at time 8 hour. The product is C(C)OC(=O)C1C(C(=C(C1)C1=NC=CC=C1)C)=O (3-Methyl-2-oxo-4-pyridin-2-yl-cyclopent-3-enecarboxylic acid ethyl ester). The yield is 77.1%. As a reaction SMILES: [CH2:1]([O:3][C:4](=[O:19])[CH:5]([CH2:10][C:11](=O)[C:12]1[CH:17]=[CH:16][CH:15]=[CH:14][N:13]=1)[C:6](=[O:9])[CH2:7][CH3:8])[CH3:2].[OH-].[Na+].CCOCC>C(O)C>[CH2:1]([O:3][C:4]([CH:5]1[CH2:10][C:11]([C:12]2[CH:17]=[CH:16][CH:15]=[CH:14][N:13]=2)=[C:7]([CH3:8])[C:6]1=[O:9])=[O:19])[CH3:2] |f:1.2|. Reported procedure: A solution of the diketoester 20b (3.1 g, 11.19 mmol) in dry ethanol (35 ml) was added dropwise to a solution of sodium hydroxide (0.447 g, 11.19 mmol) in dry ethanol (15 ml) with vigorous stirring. The solution was stirred at room temperature overnight. Ether (200 ml) was added and the organic phase was washed with 2 N HCl (3×100 ml). The aqueous layer was cooled to 0° C. and made slightly basic by addition of sodium bicarbonate. The aqueous layer was then extracted with ethyl acetate (3×300 ml... Reactants: CCO, CCOC(=O)c1ccc(Cn2ccc3ncnc(Nc4ccc(OCc5ccccn5)c(Cl)c4)c32)o1, Cl, [Na+], C1CCOC1, [OH-], O. The product is O=C(O)c1ccc(Cn2ccc3ncnc(Nc4ccc(OCc5ccccn5)c(Cl)c4)c32)o1. Reaction SMILES: [CH3:46][CH2:47][OH:48].[Cl:1][c:2]1[cH:3][c:4]([NH:16][c:17]2[c:18]3[c:19]([n:20][cH:21][n:22]2)[cH:23][cH:24][n:25]3[CH2:26][c:27]2[cH:28][cH:29][c:30]([C:32](=[O:33])[O:34][CH2:35][CH3:36])[o:31]2)[cH:5][cH:6][c:7]1[O:8][CH2:9][c:10]1[n:11][cH:12][cH:13][cH:14][cH:15]1.[ClH:44].[Na+:43].[O:37]1[CH2:38][CH2:39][CH2:40][CH2:41]1.[OH-:42].[OH2:45]>>[Cl:1][c:2]1[cH:3][c:4]([NH:16][c:17]2[c:18]3[c:19]([n:20][cH:21][n:22]2)[cH:23][cH:24][n:25]3[CH2:26][c:27]2[cH:28][cH:29][c:30]([C:32](=[O:33])[OH:34])[o:31]2)[cH:5][cH:6][c:7]1[O:8][CH2:9][c:10]1[n:11][cH:12][cH:13][cH:14][cH:15]1.